Dataset: the Open Reaction Database (ORD), a public repository of structured organic reaction records. Task: describe an organic reaction: reactants, conditions, products, and yield Reactants: Fc1ccc(C(F)F)c(CN2CCN(c3ccc4nnc(C(F)(F)F)n4n3)CC2)c1, FC(F)c1nnc2ccc(N3CCNCC3)nn12. Product: Fc1ccc(C(F)F)c(CN2CCN(c3ccc4nnc(C(F)F)n4n3)CC2)c1. As a reaction SMILES: [F:19][CH:20]([c:21]1[c:22]([CH2:23][N:24]2[CH2:25][CH2:26][N:27]([c:30]3[cH:31][cH:32][c:33]4[n:34]([n:35]3)[c:36]([C:39]([F:40])([F:41])[F:42])[n:37][n:38]4)[CH2:28][CH2:29]2)[cH:43][c:44]([F:47])[cH:45][cH:46]1)[F:48].[F:1][CH:2]([F:3])[c:4]1[n:5]2[n:6][c:7]([N:8]3[CH2:9][CH2:10][NH:11][CH2:12][CH2:13]3)[cH:14][cH:15][c:16]2[n:17][n:18]1>>[F:19][CH:20]([c:21]1[c:22]([CH2:23][N:24]2[CH2:25][CH2:26][N:27]([c:30]3[cH:31][cH:32][c:33]4[n:34]([n:35]3)[c:36]([CH:39]([F:40])[F:41])[n:37][n:38]4)[CH2:28][CH2:29]2)[cH:43][c:44]([F:47])[cH:45][cH:46]1)[F:48]. The reactants are [N+](=O)([O-])C1=CC=C2CCCC(C2=C1)=O (7-nitro-3,4-dihydronaphthalen-1(2H)-one), Cl.NO (hydroxylamine hydrochloride), C(C)(=O)[O-].[Na+] (sodium acetate), C([O-])(O)=O.[Na+] (sodium bicarbonate). Run in C(C)O (ethanol), O (water). Yields the product O/N=C/1\CCCC2=CC=C(C=C12)[N+](=O)[O-] ((1E)-N-hydroxy-7-nitro-3,4-dihydronaphthalen-1(2H)-imine). Yield: 21.1%. Reaction SMILES: [N+:1]([C:4]1[CH:13]=[C:12]2[C:7]([CH2:8][CH2:9][CH2:10][C:11]2=O)=[CH:6][CH:5]=1)([O-:3])=[O:2].Cl.[NH2:16][OH:17].C([O-])(=O)C.[Na+].C(=O)(O)[O-].[Na+]>C(O)C.O>[OH:17]/[N:16]=[C:11]1\[CH2:10][CH2:9][CH2:8][C:7]2[C:12]\1=[CH:13][C:4]([N+:1]([O-:3])=[O:2])=[CH:5][CH:6]=2 |f:1.2,3.4,5.6|. Procedure details: A mixture of 5 g of 7-nitro-3,4-dihydronaphthalen-1(2H)-one, 2.18 g of hydroxylamine hydrochloride, 4.29 g of sodium acetate in 90 ml of ethanol and 90 ml of water is refluxed for one hour. The reaction medium is brought back to ambient temperature and an aqueous 10% sodium bicarbonate solution is added until a pH of 7 is reached. The mixture is extracted with ethyl acetate and the organic phase is dried over magnesium sulfate, filtered and concentrated under reduced pressure. Purification is ca... Starting materials: C(#N)[B-](C#N)(C#N)C#N.[K+] (potassium tetracyanoborate), [Br-].C[N+]1(CCOCC1)CCCCCCCC (4-methyl-4-octylmorpholinium bromide). Yields the product C(#N)[B-](C#N)(C#N)C#N.C[N+]1(CCOCC1)CCCCCCCC (N-methyl-N-octylmorpholinium tetracyanoborate). Reaction SMILES: [C:1]([B-:3]([C:8]#[N:9])([C:6]#[N:7])[C:4]#[N:5])#[N:2].[K+].[Br-].[CH3:12][N+:13]1([CH2:19][CH2:20][CH2:21][CH2:22][CH2:23][CH2:24][CH2:25][CH3:26])[CH2:18][CH2:17][O:16][CH2:15][CH2:14]1>>[C:1]([B-:3]([C:8]#[N:9])([C:6]#[N:7])[C:4]#[N:5])#[N:2].[CH3:12][N+:13]1([CH2:19][CH2:20][CH2:21][CH2:22][CH2:23][CH2:24][CH2:25][CH3:26])[CH2:18][CH2:17][O:16][CH2:15][CH2:14]1 |f:0.1,2.3,4.5|. Procedure details: Analogously to Example A, 58 g of potassium tetracyanoborate are added to 100 g of 4-methyl-4-octylmorpholinium bromide, and the mixture is subjected to corresponding work-up, giving a clear, yellowish, viscous liquid. The reactants are C(C(=O)C1=CC=CC=C1)CNC1=C(N(C2=CC(=C(C=C12)Cl)Cl)C(=O)OC(C)(C)C)C(=O)OCC (3-[(phenacyl)methylamino]-2-carbethoxy-5,6-dichloro-1-(tert-butyloxycarbonyl)-indole), FC(C(=O)O)(F)F (trifluoracetic acid). Run in C(Cl)Cl (methylene chloride), C(C)(=O)OCC (ethyl acetate). The product is C(C(=O)C1=CC=CC=C1)CNC1=C(NC2=CC(=C(C=C12)Cl)Cl)C(=O)OCC (3-[(phenacyl)methylamino]-2-carbethoxy-5,6-dichloroindole). As a reaction SMILES: [CH2:1]([CH2:10][NH:11][C:12]1[C:20]2[C:15](=[CH:16][C:17]([Cl:22])=[C:18]([Cl:21])[CH:19]=2)[N:14](C(OC(C)(C)C)=O)[C:13]=1[C:30]([O:32][CH2:33][CH3:34])=[O:31])[C:2]([C:4]1[CH:9]=[CH:8][CH:7]=[CH:6][CH:5]=1)=[O:3].FC(F)(F)C(O)=O>C(Cl)Cl.C(OCC)(=O)C>[CH2:1]([CH2:10][NH:11][C:12]1[C:20]2[C:15](=[CH:16][C:17]([Cl:22])=[C:18]([Cl:21])[CH:19]=2)[NH:14][C:13]=1[C:30]([O:32][CH2:33][CH3:34])=[O:31])[C:2]([C:4]1[CH:9]=[CH:8][CH:7]=[CH:6][CH:5]=1)=[O:3]. Procedure details: Dissolve 3-[(phenacyl)methylamino]-2-carbethoxy-5,6-dichloro-1-(tert-butyloxycarbonyl)-indole from above in methylene chloride (15 mL). Add trifluoracetic acid (5 mL) and stir for 5 hours. Concentrate the reaction in vacuo, dilute with ethyl acetate (100 mL), wash with saturated sodium carbonate, dry over magnesium sulfate, filter and concentrate in vacuo. Recrystallize the residue from ethyl acetate/hexane to yield the title compound. Procedure details: Methyl iodide (2.5 mL) was added to a solution of 2-[1-methyl-5-(1-trimethylstannanyl-1H-tetrazol-5-yl)-1H-indol-3-yl]-1-(toluene-4-sulfonyl)-1H-pyrrolo[2,3-b]pyridine [620 mg, Reference Example 20] at ambient temperature. The mixture was then allowed to stir at ambient temperature for 4 hours then was poured into water and then extracted with ethyl acetate. The combined extract was washed with brine, then dried over magnesium sulfate and then evaporated. The residue was subjected to flash chrom... The reactants are CI (Methyl iodide), CN1C=C(C2=CC(=CC=C12)C1=NN=NN1[Sn](C)(C)C)C1=CC=2C(=NC=CC2)N1S(=O)(=O)C1=CC=C(C=C1)C (2-[1-Methyl-5-(1-trimethylstannanyl-1H-tetrazol-5-yl)-1H-indol-3-yl]-1-(toluene-4-sulfonyl)-1H-pyrrolo[2,3-b]pyridine). RXN SMILES: [CH3:1]I.[CH3:3][N:4]1[C:12]2[C:7](=[CH:8][C:9]([C:13]3[N:17]([Sn](C)(C)C)[N:16]=[N:15][N:14]=3)=[CH:10][CH:11]=2)[C:6]([C:22]2[N:30]([S:31]([C:34]3[CH:39]=[CH:38][C:37]([CH3:40])=[CH:36][CH:35]=3)(=[O:33])=[O:32])[C:25]3=[N:26][CH:27]=[CH:28][CH:29]=[C:24]3[CH:23]=2)=[CH:5]1>O>[CH3:3][N:4]1[C:12]2[C:7](=[CH:8][C:9]([C:13]3[N:17]([CH3:1])[N:16]=[N:15][N:14]=3)=[CH:10][CH:11]=2)[C:6]([C:22]2[N:30]([S:31]([C:34]3[CH:39]=[CH:38][C:37]([CH3:40])=[CH:36][CH:35]=3)(=[O:33])=[O:32])[C:25]3=[N:26][CH:27]=[CH:28][CH:29]=[C:24]3[CH:23]=2)=[CH:5]1.[CH3:3][N:4]1[C:12]2[C:7](=[CH:8][C:9]([C:13]3[N:17]=[N:16][N:15]([CH3:1])[N:14]=3)=[CH:10][CH:11]=2)[C:6]([C:22]2[N:30]([S:31]([C:34]3[CH:39]=[CH:38][C:37]([CH3:40])=[CH:36][CH:35]=3)(=[O:33])=[O:32])[C:25]3=[N:26][CH:27]=[CH:28][CH:29]=[C:24]3[CH:23]=2)=[CH:5]1. Solvent: O (water). Reaction conditions: time 4 hour. The product is CN1C=C(C2=CC(=CC=C12)C1=NN=NN1C)C1=CC=2C(=NC=CC2)N1S(=O)(=O)C1=CC=C(C=C1)C (2-[1-methyl-5-(1-methyl-1H-tetrazol-5-yl)-1H-indol-3-yl]-1-(toluene-4-sulfonyl)-1H-pyrrolo[2,3-b]pyridine), CN1C=C(C2=CC(=CC=C12)C=1N=NN(N1)C)C1=CC=2C(=NC=CC2)N1S(=O)(=O)C1=CC=C(C=C1)C (2-[1-Methyl-5-(2-methyl-2H-tetrazol-5-yl)-1H-indol-3-yl]-1-(toluene-4-sulfonyl)-1H-pyrrolo[2,3-b]pyridine). Reactants: ClCCl (Dichloromethane), C[C@]12CC[C@H](C=3C(N(NC13)CC(F)(F)F)=O)C2(C)C ((4S,7R)-7,8,8-trimethyl-2-(2,2,2-trifluoro-ethyl)-1,2,4,5,6,7-hexahydro-4,7-methano-indazol-3-one), C[C@]12CC[C@H](C=3C(N(NC13)CC(F)(F)F)=O)C2(C)C ((4S,7R)-7,8,8-trimethyl-2-(2,2,2-trifluoro-ethyl)-1,2,4,5,6,7-hexahydro-4,7-methano-indazol-3-one), BrCCC1=CC=CC=C1 ((2-bromoethyl)benzene). The reagents and catalysts are [I-].C(CCC)[N+](CCCC)(CCCC)CCCC (tetrabutylammonium iodide). The solvent is CN(C=O)C (dimethylformamide). Reaction conditions: temperature 100 celsius. The product is C[C@]12CC[C@H](C=3C(N(N(C13)CCC1=CC=CC=C1)CC(F)(F)F)=O)C2(C)C ((4S,7R)-7,8,8-trimethyl-1-phenethyl-2-(2,2,2-trifluoro-ethyl)-1,2,4,5,6,7-hexahydro-4,7-methano-indazol-3-one). Isolated yield 11.5%. As a reaction SMILES: [CH3:1][C@@:2]12[C:17]([CH3:19])([CH3:18])[C@@H:5]([C:6]3[C:7](=[O:16])[N:8]([CH2:11][C:12]([F:15])([F:14])[F:13])[NH:9][C:10]=31)[CH2:4][CH2:3]2.Br[CH2:21][CH2:22][C:23]1[CH:28]=[CH:27][CH:26]=[CH:25][CH:24]=1.ClCCl>[I-].C([N+](CCCC)(CCCC)CCCC)CCC.CN(C)C=O>[CH3:1][C@@:2]12[C:17]([CH3:19])([CH3:18])[C@@H:5]([C:6]3[C:7](=[O:16])[N:8]([CH2:11][C:12]([F:13])([F:14])[F:15])[N:9]([CH2:21][CH2:22][C:23]4[CH:28]=[CH:27][CH:26]=[CH:25][CH:24]=4)[C:10]=31)[CH2:4][CH2:3]2 |f:3.4|. Procedure details: A mixture of (4S,7R)-7,8,8-trimethyl-2-(2,2,2-trifluoro-ethyl)-1,2,4,5,6,7-hexahydro-4,7-methano-indazol-3-one (Intermediate 47; 150 mg, 0.55 mmol), tetrabutylammonium iodide (220 mg, 0.60 mmol) and (2-bromoethyl)benzene (660 μL, 4.8 mmol) in dimethylformamide (2 mL) was heated in a pressure tube in an oil-bath at 100° C. for 24 h. Dichloromethane (75 mL) was added and the solution was washed with water (5×25 mL) and aqueous sodium thiosulfate (25 mL), dried (magnesium sulfate), filtered, evapor... Reactants: BrC1=CC=CC(=N1)C(=O)O (6-Bromo-2-pyridinecarboxylic acid), C(C)OC(CC1=CC(=CC=C1)N)=O ((3-Amino-phenyl)-acetic acid ethyl ester). Product: C(C)OC(CC1=CC(=CC=C1)NC(=O)C1=NC(=CC=C1)Br)=O ({3-[(6-Bromo-pyridine-2-carbonyl)-amino]-phenyl}-acetic acid ethyl ester). As a reaction SMILES: [Br:1][C:2]1[N:7]=[C:6]([C:8]([OH:10])=O)[CH:5]=[CH:4][CH:3]=1.[CH2:11]([O:13][C:14](=[O:23])[CH2:15][C:16]1[CH:21]=[CH:20][CH:19]=[C:18]([NH2:22])[CH:17]=1)[CH3:12]>>[CH2:11]([O:13][C:14](=[O:23])[CH2:15][C:16]1[CH:21]=[CH:20][CH:19]=[C:18]([NH:22][C:8]([C:6]2[CH:5]=[CH:4][CH:3]=[C:2]([Br:1])[N:7]=2)=[O:10])[CH:17]=1)[CH3:12]. Procedure details: 6-Bromo-2-pyridinecarboxylic acid (113 mg, 0.56 mmol) was coupled with ethyl ester (6) (100 mg, 0.56 mmol) following Method C to give the title compound. Reactants: I(=O)(=O)(=O)[O-].[Na+] (Sodium periodate), C(C)(=O)NC[C@H]1CN(C(O1)=O)C1=CC(=C(C=C1)SCCO)F (5-(S)-acetamidomethyl-3-[4′-(2″-hydroxyethyl)thio-3′-fluorophenyl]-oxazo-lidine-2-one). Run in O (water), CO (methanol). Conditions: time 8 hour. The product is C(C)(=O)NC[C@H]1CN(C(O1)=O)C1=CC(=C(C=C1)S(=O)CCO)F (5-(S)-Acetamidomethyl-3-[4′-(2″-hydroxyethyl)sulfinyl-3′-fluorophenyl]oxazolidine-2-one). RXN SMILES: I([O-])(=O)(=O)=[O:2].[Na+].[C:7]([NH:10][CH2:11][C@@H:12]1[O:16][C:15](=[O:17])[N:14]([C:18]2[CH:23]=[CH:22][C:21]([S:24][CH2:25][CH2:26][OH:27])=[C:20]([F:28])[CH:19]=2)[CH2:13]1)(=[O:9])[CH3:8]>O.CO>[C:7]([NH:10][CH2:11][C@@H:12]1[O:16][C:15](=[O:17])[N:14]([C:18]2[CH:23]=[CH:22][C:21]([S:24]([CH2:25][CH2:26][OH:27])=[O:2])=[C:20]([F:28])[CH:19]=2)[CH2:13]1)(=[O:9])[CH3:8] |f:0.1|. Procedure: Sodium periodate (0.014 g, 0.065 mmol) in water (0.5 mL) was added to 5-(S)-acetamidomethyl-3-[4′-(2″-hydroxyethyl)thio-3′-fluorophenyl]-oxazo-lidine-2-one (0.020 g, 0.061 mmol) in methanol (1 mL), and the mixture was stirred at r.t overnight. Solvent was removed under vacuum, and the residue dissolved in ethyl acetate (ca. 5 mL). Resulting solution was washed with water, brine, and dried (MgSO4). Solvent was removed under vacuum, and the crude product purified by TLC (eluent: 10% methanol in di...